Dataset: the Open Reaction Database (ORD), a public repository of structured organic reaction records. Task: describe an organic reaction: reactants, conditions, products, and yield The reactants are CO, CCO, NN, CC(C)Cn1c(CON2C(=O)c3ccccc3C2=O)nc2c(N)nc3cccnc3c21, [Na+], [Na+], O=C([O-])[O-]. The product is CC(C)Cn1c(CON)nc2c(N)nc3cccnc3c21. RXN SMILES: [CH3:40][OH:41].[CH3:42][CH2:43][OH:44].[NH2:1][NH2:2].[NH2:3][c:4]1[n:5][c:6]2[cH:7][cH:8][cH:9][n:10][c:11]2[c:12]2[c:13]1[n:14][c:15]([CH2:21][O:22][N:23]1[C:24](=[O:25])[c:26]3[c:27]([cH:28][cH:29][cH:30][cH:31]3)[C:32]1=[O:33])[n:16]2[CH2:17][CH:18]([CH3:19])[CH3:20].[Na+:34].[Na+:35].[O-:36][C:37](=[O:38])[O-:39]>>[NH2:3][c:4]1[n:5][c:6]2[cH:7][cH:8][cH:9][n:10][c:11]2[c:12]2[c:13]1[n:14][c:15]([CH2:21][O:22][NH2:23])[n:16]2[CH2:17][CH:18]([CH3:19])[CH3:20]. Reactants: CCc1ccc(Cc2cc(Br)c(OCCO)cc2Cl)cc1, ClCCl, OCC(F)(F)F. The product is CCc1ccc(Cc2cc(Br)c(OCCOCC(F)(F)F)cc2Cl)cc1. RXN SMILES: [Br:1][c:2]1[c:3]([O:4][CH2:5][CH2:6][OH:7])[cH:8][c:9]([Cl:21])[c:10]([CH2:12][c:13]2[cH:14][cH:15][c:16]([CH2:19][CH3:20])[cH:17][cH:18]2)[cH:11]1.[Cl:28][CH2:29][Cl:30].[OH:22][CH2:23][C:24]([F:25])([F:26])[F:27]>>[Br:1][c:2]1[c:3]([O:4][CH2:5][CH2:6][O:7][CH2:23][C:24]([F:25])([F:26])[F:27])[cH:8][c:9]([Cl:21])[c:10]([CH2:12][c:13]2[cH:14][cH:15][c:16]([CH2:19][CH3:20])[cH:17][cH:18]2)[cH:11]1. The reactants are S1C(=CC=C1)CCNC(C)=O (N-(2-Thiophen-2-yl-ethyl)-acetamide), O=P12OP3(=O)OP(=O)(O1)OP(=O)(O2)O3 (phosphorus pentoxide). The product is CC1=NCCC2=C1C=CS2 (4-Methyl-6,7-dihydro-thieno[3,2-c]pyridine). RXN SMILES: [S:1]1[CH:5]=[CH:4][CH:3]=[C:2]1[CH2:6][CH2:7][NH:8][C:9](=O)[CH3:10].O=P12OP3(OP(OP(O3)(O1)=O)(=O)O2)=O>>[CH3:10][C:9]1[C:3]2[CH:4]=[CH:5][S:1][C:2]=2[CH2:6][CH2:7][N:8]=1. Procedure: In close analogy to the procedure described above, N-(2-Thiophen-2-yl-ethyl)-acetamide is reacted with phosphorus pentoxide to provide the title compound. The reactants are ClC=1C(N(C=2CC(CC(C2C1C)=O)C1=C(SC=C1)Cl)C)=O (3-chloro-7-(2-chlorothiophen-3-yl)-1,4-dimethyl-1,2,5,6,7,8-hexahydroquinoline-2,5-dione), C(=N)(N)NN.Cl (aminoguanidine hydrochloride), C(C)OCCO (2-ethoxyethanol), Cl (hydrochloric acid). Run at temperature 135 celsius, time 1 hour. Product: Cl.ClC=1C(N(C=2CC(CC(C2C1C)=NNC(=N)N)C1=C(SC=C1)Cl)C)=O (3-chloro-7-(2-chlorothiophen-3-yl)-5-guanidinoimino-1,4-dimethyl-1,2,5,6,7,8-hexahydroquinolin-2-one hydrochloride). Yield: 64.3%. Reaction SMILES: [Cl:1][C:2]1[C:3](=[O:21])[N:4]([CH3:20])[C:5]2[CH2:6][CH:7]([C:14]3[CH:18]=[CH:17][S:16][C:15]=3[Cl:19])[CH2:8][C:9](=O)[C:10]=2[C:11]=1[CH3:12].[C:22]([NH:25][NH2:26])([NH2:24])=[NH:23].Cl.C(OCCO)C.Cl>>[ClH:1].[Cl:1][C:2]1[C:3](=[O:21])[N:4]([CH3:20])[C:5]2[CH2:6][CH:7]([C:14]3[CH:18]=[CH:17][S:16][C:15]=3[Cl:19])[CH2:8][C:9](=[N:26][NH:25][C:22]([NH2:24])=[NH:23])[C:10]=2[C:11]=1[CH3:12] |f:1.2,5.6|. Reported procedure: To a mixture of 3-chloro-7-(2-chlorothiophen-3-yl)-1,4-dimethyl-1,2,5,6,7,8-hexahydroquinoline-2,5-dione (0.098 g) and aminoguanidine hydrochloride (32 mg) were added 2-ethoxyethanol (1.5 ml) and concentrated hydrochloric acid (0.05 ml), and the mixture was stirred at 135° C. for 1 hour and cooled. Precipitated crystals were filtered, washed with methanol and dried to give 3-chloro-7-(2-chlorothiophen-3-yl)-5-guanidinoimino-1,4-dimethyl-1,2,5,6,7,8-hexahydroquinolin-2-one hydrochloride (Compound... The reactants are C1(=CC=CC=C1)C1=NNC(C1)=O (3-phenyl-1H-pyrazol-5(4H)-one), C(C)O (ethanol), C1(=CC=CC=C1)P(C1=CC=CC=C1)C1=CC=CC=C1 (triphenylphosphine), CCOC(=O)/N=N/C(=O)OCC (diethylazo dicarboxylate). Run in CN1CCOCC1 (N-methylmorpholine), O (H2O). Reaction conditions: time 2 hour. Yields the product C(C)OC1=CC(=NN1)C1=CC=CC=C1 (5-Ethoxy-3-phenyl-1H-pyrazole). The yield is 75.8%. Reaction SMILES: [C:1]1([C:7]2[CH2:11][C:10](=[O:12])[NH:9][N:8]=2)[CH:6]=[CH:5][CH:4]=[CH:3][CH:2]=1.[CH2:13](O)[CH3:14].C1(P(C2C=CC=CC=2)C2C=CC=CC=2)C=CC=CC=1.CCOC(/N=N/C(OCC)=O)=O>CN1CCOCC1.O>[CH2:13]([O:12][C:10]1[NH:9][N:8]=[C:7]([C:1]2[CH:2]=[CH:3][CH:4]=[CH:5][CH:6]=2)[CH:11]=1)[CH3:14]. Procedure details: To a solution of 3-phenyl-1H-pyrazol-5(4H)-one (1.0 g, 6.24 mmol), ethanol (0.288 g, 6.24 mmol) and triphenylphosphine (1.638 g, 6.24 mmol) in N-methylmorpholine (7 mL) was added diethylazo dicarboxylate (0.988 mL, 6.24 mmol) dropwise at 0° C. The reaction was warmed to room temperature and stirred for 2 h. The reaction was poured into H2O and extracted with ethyl acetate. The extract was dried over MgSO4 and concentrated under reduced pressure. The residue was purified by silica gel column chro...